From a dataset of the Open Reaction Database (ORD), a public repository of structured organic reaction records. describe an organic reaction: reactants, conditions, products, and yield The reactants are O1C(CCCC1)OCCOCCOCC(C(C(F)(F)F)(F)F)(F)F (8,8,9,9,10,10,10-heptafluoro-3,6-dioxadecyl tetrahydropyranyl ether), CO (methanol), S(O)(O)(=O)=O (sulfuric acid). Solvent: O (water), O (water). Reaction conditions: time 2 hour. Yields the product FC(COCCOCCO)(C(C(F)(F)F)(F)F)F (8,8,9,9,10,10,10-heptafluoro-3,6-dioxadecanol). Isolated yield 47.5%. As a reaction SMILES: O1CCCCC1[O:7][CH2:8][CH2:9][O:10][CH2:11][CH2:12][O:13][CH2:14][C:15]([F:24])([F:23])[C:16]([F:22])([F:21])[C:17]([F:20])([F:19])[F:18].CO.S(=O)(=O)(O)O>O>[F:23][C:15]([F:24])([C:16]([F:21])([F:22])[C:17]([F:19])([F:20])[F:18])[CH2:14][O:13][CH2:12][CH2:11][O:10][CH2:9][CH2:8][OH:7]. Procedure: Then, 17.4 g (0.047M) of 8,8,9,9,10,10,10-heptafluoro-3,6-dioxadecyl tetrahydropyranyl ether (purity: 99% or above), 35 ml of methanol, 18 ml of water and 2.2 ml of concentrated sulfuric acid were placed in a 100 ml-reaction vessel, followed by stirring for 2 hours at room temperature. The reaction mixture was poured into water and saturated with common salt. The saturated reaction mixture was subjected to extraction with ethyl acetate, washed with saturated common salt water and dried with anhy... The reactants are CC(C)(C)C(=O)Cl, CC(=O)C(=CN(C)C)c1cccc(C(F)(F)F)c1, CCCCCC, CC(C)NC(C)C, [Li]CCCC, C1CCOC1. The product is CN(C)C=C(C(=O)CC(=O)C(C)(C)C)c1cccc(C(F)(F)F)c1. As a reaction SMILES: [C:31]([C:32]([CH3:33])([CH3:34])[CH3:35])(=[O:36])[Cl:37].[CH3:13][N:14]([CH:15]=[C:16]([C:17]([CH3:18])=[O:19])[c:20]1[cH:21][c:22]([C:26]([F:27])([F:28])[F:29])[cH:23][cH:24][cH:25]1)[CH3:30].[CH3:38][CH2:39][CH2:40][CH2:41][CH2:42][CH3:43].[CH:1]([NH:2][CH:3]([CH3:4])[CH3:5])([CH3:6])[CH3:7].[Li:8][CH2:9][CH2:10][CH2:11][CH3:12].[O:44]1[CH2:45][CH2:46][CH2:47][CH2:48]1>>[CH3:13][N:14]([CH:15]=[C:16]([C:17]([CH2:18][C:31]([C:32]([CH3:33])([CH3:34])[CH3:35])=[O:36])=[O:19])[c:20]1[cH:21][c:22]([C:26]([F:27])([F:28])[F:29])[cH:23][cH:24][cH:25]1)[CH3:30]. Reactants: O=C1CCC(=O)N1Br, CC(C)(O)C1CCC(CO)CC1, c1ccc(P(c2ccccc2)c2ccccc2)cc1, c1ccccc1. The product is CC(C)(O)C1CCC(CBr)CC1. RXN SMILES: [Br:32][N:33]1[C:34](=[O:35])[CH2:36][CH2:37][C:38]1=[O:39].[CH:1]1([CH2:11][OH:12])[CH2:2][CH2:3][CH:4]([C:7]([CH3:8])([CH3:9])[OH:10])[CH2:5][CH2:6]1.[c:13]1([P:14]([c:15]2[cH:16][cH:17][cH:18][cH:19][cH:20]2)[c:21]2[cH:22][cH:23][cH:24][cH:25][cH:26]2)[cH:27][cH:28][cH:29][cH:30][cH:31]1.[cH:40]1[cH:41][cH:42][cH:43][cH:44][cH:45]1>>[CH:1]1([CH2:11][Br:32])[CH2:2][CH2:3][CH:4]([C:7]([CH3:8])([CH3:9])[OH:10])[CH2:5][CH2:6]1. Starting materials: CC(=O)C(C)C, CC(C)(C)[O-], Cc1ccccc1, Cc1ccc(Cl)cc1, [Na+], O=C(C=Cc1ccccc1)C=Cc1ccccc1, O=C(C=Cc1ccccc1)C=Cc1ccccc1, O=C(C=Cc1ccccc1)C=Cc1ccccc1, [Pd], [Pd]. The product is Cc1ccc(C(C(=O)C(C)C)c2ccc(C)cc2)cc1. As a reaction SMILES: [CH3:15][CH:16]([C:17]([CH3:18])=[O:19])[CH3:20].[CH3:1][C:2]([CH3:3])([O-:4])[CH3:5].[CH3:21][c:22]1[cH:23][cH:24][cH:25][cH:26][cH:27]1.[Cl:7][c:8]1[cH:9][cH:10][c:11]([CH3:14])[cH:12][cH:13]1.[Na+:6].[O:30]=[C:31]([CH:32]=[CH:33][c:34]1[cH:35][cH:36][cH:37][cH:38][cH:39]1)[CH:40]=[CH:41][c:42]1[cH:43][cH:44][cH:45][cH:46][cH:47]1.[O:48]=[C:49]([CH:50]=[CH:51][c:52]1[cH:53][cH:54][cH:55][cH:56][cH:57]1)[CH:58]=[CH:59][c:60]1[cH:61][cH:62][cH:63][cH:64][cH:65]1.[O:66]=[C:67]([CH:68]=[CH:69][c:70]1[cH:71][cH:72][cH:73][cH:74][cH:75]1)[CH:76]=[CH:77][c:78]1[cH:79][cH:80][cH:81][cH:82][cH:83]1.[Pd:28].[Pd:29]>>[c:8]1([CH:18]([C:17]([CH:16]([CH3:15])[CH3:20])=[O:19])[c:25]2[cH:24][cH:23][c:22]([CH3:21])[cH:27][cH:26]2)[cH:9][cH:10][c:11]([CH3:14])[cH:12][cH:13]1. Reactants: C1[C@H]2N(CCN1)CCC2 ((S)-octahydropyrrolo[1,2-a]pyrazine), CCN(C(C)C)C(C)C (DIEA), ClC1=C(C=CC(=C1)F)S(=O)(=O)[C@@H]1CN(CC1)C(=O)OC(C)(C)C ((S)-tert-butyl 3-(2-chloro-4-fluorophenylsulfonyl)-pyrrolidine-1-carboxylate). The solvent is C(C)#N (acetonitrile). Conditions: temperature 60 celsius, time 15 hour. Yields the product C(C)(C)(C)OC(=O)N1C[C@H](CC1)S(=O)(=O)C1=C(C=C(C=C1)N1C[C@H]2N(CC1)CCC2)Cl ((S)-3-((S)-2-Chloro-4-hexahydro-pyrrolo[1,2-a]pyrazin-2-yl-benzenesulfonyl)-pyrrolidine-1-carboxylic acid tert-butyl ester). Isolated yield 96.0%. RXN SMILES: [Cl:1][C:2]1[CH:7]=[C:6](F)[CH:5]=[CH:4][C:3]=1[S:9]([C@H:12]1[CH2:16][CH2:15][N:14]([C:17]([O:19][C:20]([CH3:23])([CH3:22])[CH3:21])=[O:18])[CH2:13]1)(=[O:11])=[O:10].[CH2:24]1[NH:29][CH2:28][CH2:27][N:26]2[CH2:30][CH2:31][CH2:32][C@@H:25]12.CCN(C(C)C)C(C)C>C(#N)C>[C:20]([O:19][C:17]([N:14]1[CH2:15][CH2:16][C@H:12]([S:9]([C:3]2[CH:4]=[CH:5][C:6]([N:29]3[CH2:28][CH2:27][N:26]4[CH2:30][CH2:31][CH2:32][C@H:25]4[CH2:24]3)=[CH:7][C:2]=2[Cl:1])(=[O:11])=[O:10])[CH2:13]1)=[O:18])([CH3:23])([CH3:22])[CH3:21]. Procedure: In a 50 mL round-bottomed flask, (S)-tert-butyl 3-(2-chloro-4-fluorophenylsulfonyl)-pyrrolidine-1-carboxylate, example 52D) (2 g, 5.5 mmol, 1 eq) was combined with acetonitrile (20 mL) to give a light yellow solution. (S)-octahydropyrrolo[1,2-a]pyrazine (1.04 g, 8.25 mmol, 1.5 eq) and DIEA (1.42 g, 1.92 mL, 11.0 mmol, 2 eq) were added. The reaction mixture was stirred for 15 h. The reaction mixture was heated to 60° C. and stirred for 5 h. The crude reaction mixture was concentrated in vacuo. Th...